From a dataset of the Open Reaction Database (ORD), a public repository of structured organic reaction records. describe an organic reaction: reactants, conditions, products, and yield Reactants: C(C)OC(C(CC1=C(C=C(C=C1)OCC1=C(N=C(S1)C1=CC=C(C=C1)Cl)C)C)OCC)=O ([rac]-3-{4-[2-(4-chloro-phenyl)-4-methyl-thiazol-5-ylmethoxy]-2-methyl-phenyl}-2-ethoxy-propionic acid ethyl ester), [Li+].[OH-] (LiOH). The product is ClC1=CC=C(C=C1)C=1SC(=C(N1)C)COC1=CC(=C(C=C1)CC(C(=O)O)OCC)C ([rac]-3-{4-[2-(4-chloro-phenyl)-4-methyl-thiazol-5-ylmethoxy]-2-methyl-phenyl}-2-ethoxy-propionic acid). As a reaction SMILES: C([O:3][C:4](=[O:32])[CH:5]([O:29][CH2:30][CH3:31])[CH2:6][C:7]1[CH:12]=[CH:11][C:10]([O:13][CH2:14][C:15]2[S:19][C:18]([C:20]3[CH:25]=[CH:24][C:23]([Cl:26])=[CH:22][CH:21]=3)=[N:17][C:16]=2[CH3:27])=[CH:9][C:8]=1[CH3:28])C.[Li+].[OH-]>>[Cl:26][C:23]1[CH:24]=[CH:25][C:20]([C:18]2[S:19][C:15]([CH2:14][O:13][C:10]3[CH:11]=[CH:12][C:7]([CH2:6][CH:5]([O:29][CH2:30][CH3:31])[C:4]([OH:32])=[O:3])=[C:8]([CH3:28])[CH:9]=3)=[C:16]([CH3:27])[N:17]=2)=[CH:21][CH:22]=1 |f:1.2|. Procedure details: In analogy to the procedure described in example 10 d], [rac]-3-{4-[2-(4-chloro-phenyl)-4-methyl-thiazol-5-ylmethoxy]-2-methyl-phenyl}-2-ethoxy-propionic acid ethyl ester was treated with LiOH to obtain [rac]-3-{4-[2-(4-chloro-phenyl)-4-methyl-thiazol-5-ylmethoxy]-2-methyl-phenyl}-2-ethoxy-propionic acid as colorless liquid. The reactants are BrCCCCBr (1,4-dibromobutane), COC1=CC=C(C=C1)O (4-methoxyphenol). The product is COC1=CC=C(OCCCCBr)C=C1 (1-(4-methoxyphenoxy)-4-bromobutane). The yield is 82.0%. RXN SMILES: [Br:1][CH2:2][CH2:3][CH2:4][CH2:5]Br.[CH3:7][O:8][C:9]1[CH:14]=[CH:13][C:12]([OH:15])=[CH:11][CH:10]=1>>[CH3:7][O:8][C:9]1[CH:14]=[CH:13][C:12]([O:15][CH2:5][CH2:4][CH2:3][CH2:2][Br:1])=[CH:11][CH:10]=1. Procedure: Condensation of 1,4-dibromobutane with 4-methoxyphenol according to A. M. Ismaiel et al. (J Med Chem (1993) 36, 2519-25) gives an 82% yield of 1-(4-methoxyphenoxy)-4-bromobutane. By condensing 670 mg (2.58 mmol) of this derivative with 700 mg (2.35 mmol) of N-methyl-N-[4-piperidyl]-4H-3,1-benzothiazin-2-amine, obtained in Example 16-2, in 8 ml of dry DMF in the presence of 630 mg (5.8 mmol) of 98 Na2CO3 /02 KI according to the procedure of Example 16-3, the compound of formula 22 is prepared in ... Starting materials: ClC=1C=C2C(C(NC2=CC1)=O)=O (5-chloroisatin), Cl.NCC(=O)C1=CC=C(C=C1)C1=C(C=C(C=C1)F)F (2-amino-1-(2',4'-difluoro[1,1'-biphenyl]-4-yl)ethanone hydrochloride), O (water). The product is NC=1C(=NC2=CC=C(C=C2C1C(=O)O)Cl)C1=CC=C(C=C1)C1=C(C=C(C=C1)F)F (3-Amino-6-chloro-2-(2',4'-difluoro[1,1'-biphenyl]-4-yl)-4-quinolinecarboxylic acid). Reaction SMILES: [Cl:1][C:2]1[CH:3]=[C:4]2[C:8](=[CH:9][CH:10]=1)[NH:7][C:6](=[O:11])[C:5]2=O.Cl.[NH2:14][CH2:15][C:16]([C:18]1[CH:23]=[CH:22][C:21]([C:24]2[CH:29]=[CH:28][C:27]([F:30])=[CH:26][C:25]=2[F:31])=[CH:20][CH:19]=1)=O.[OH2:32]>>[NH2:14][C:15]1[C:16]([C:18]2[CH:23]=[CH:22][C:21]([C:24]3[CH:29]=[CH:28][C:27]([F:30])=[CH:26][C:25]=3[F:31])=[CH:20][CH:19]=2)=[N:7][C:8]2[C:4]([C:5]=1[C:6]([OH:11])=[O:32])=[CH:3][C:2]([Cl:1])=[CH:10][CH:9]=2 |f:1.2|. Procedure details: A basic aqueous solution of 4.3 g of 5-chloroisatin in water was reacted with 9.4 g of 2-amino-1-(2',4'-difluoro[1,1'-biphenyl]-4-yl)ethanone hydrochloride by the procedure described in example 20, giving 6.1 g of the desired compound as a yellow solid, mp 253°-254° C. Reaction SMILES: [N:1]12[CH2:8][CH2:7][CH:4]([CH2:5][CH2:6]1)[CH:3]([OH:9])[CH2:2]2.CC(C)([O-])C.[K+].I[C:17]1[N:22]=[CH:21][C:20]([Br:23])=[CH:19][N:18]=1.O>O1CCCC1>[Br:23][C:20]1[CH:19]=[N:18][C:17]([O:9][CH:3]2[CH:4]3[CH2:7][CH2:8][N:1]([CH2:6][CH2:5]3)[CH2:2]2)=[N:22][CH:21]=1 |f:1.2|. Procedure details: 3-Quinuclidinol (Aldrich, 254 mg, 2 mmol) in tetrahydrofuran (Aldrich, anhydrous, 10 mL) was treated with potassium tert-butoxide (224 mg, 2 mmol) at ambient temperature for 1 hour. 2-Iodo-5-bromo-pyrimidine (Aldrich, 568 mg, 2 mmol) was then added. After stirring for 30 minutes, the mixture was treated with water (5 mL) and extracted with CHCl3:isopropyl alcohol (10:1, 3×10 mL). The extracts were combined and concentrated under reduced pressure. The title compound was purified by flash chromato... Reactants: N12CC(C(CC1)CC2)O (3-Quinuclidinol), CC(C)([O-])C.[K+] (potassium tert-butoxide), O (water), IC1=NC=C(C=N1)Br (2-Iodo-5-bromo-pyrimidine). Reaction conditions: time 30 minute. Run in O1CCCC1 (tetrahydrofuran). Product: BrC=1C=NC(=NC1)OC1CN2CCC1CC2 (3-[(5-bromopyrimidin-2-yl)oxy]quinuclidine). Starting materials: CC(=O)NC(CCN1CCC(c2cccc(NC(=O)C(C)C)c2)CC1)c1ccccc1, CCC(=O)Cl, CC(C)C(=O)Nc1cccc(C2CCN(CCC(N)c3ccccc3)CC2)c1. The product is CCC(=O)NC(CCN1CCC(c2cccc(NC(=O)C(C)C)c2)CC1)c1ccccc1. As a reaction SMILES: [C:1]([CH3:2])(=[O:3])[NH:4][CH:5]([CH2:6][CH2:7][N:8]1[CH2:9][CH2:10][CH:11]([c:14]2[cH:15][c:16]([NH:20][C:21]([CH:22]([CH3:23])[CH3:24])=[O:25])[cH:17][cH:18][cH:19]2)[CH2:12][CH2:13]1)[c:26]1[cH:27][cH:28][cH:29][cH:30][cH:31]1.[C:60]([Cl:61])(=[O:62])[CH2:63][CH3:64].[NH2:32][CH:33]([c:34]1[cH:35][cH:36][cH:37][cH:38][cH:39]1)[CH2:40][CH2:41][N:42]1[CH2:43][CH2:44][CH:45]([c:46]2[cH:47][c:48]([NH:49][C:50](=[O:51])[CH:52]([CH3:53])[CH3:54])[cH:55][cH:56][cH:57]2)[CH2:58][CH2:59]1>>[C:1]([CH2:2][CH3:33])(=[O:3])[NH:4][CH:5]([CH2:6][CH2:7][N:8]1[CH2:9][CH2:10][CH:11]([c:14]2[cH:15][c:16]([NH:20][C:21]([CH:22]([CH3:23])[CH3:24])=[O:25])[cH:17][cH:18][cH:19]2)[CH2:12][CH2:13]1)[c:26]1[cH:27][cH:28][cH:29][cH:30][cH:31]1. Reactants: CI, CCOCC, [NH2-], N, [Na], [Na], OCCc1c[nH]c2ccccc12. The product is Cn1cc(CCO)c2ccccc21. As a reaction SMILES: [CH3:17][I:18].[CH3:19][CH2:20][O:21][CH2:22][CH3:23].[NH2-:2].[NH3:4].[Na:1].[Na:3].[OH:5][CH2:6][CH2:7][c:8]1[cH:9][nH:10][c:11]2[cH:12][cH:13][cH:14][cH:15][c:16]12>>[OH:5][CH2:6][CH2:7][c:8]1[cH:9][n:10]([CH3:17])[c:11]2[cH:12][cH:13][cH:14][cH:15][c:16]12. Reactants: Cl.COC([C@@H](NCC1=CC=CC=C1)C)=O (N-benzylalanine methyl ester hydrochloride), ClCC(C)=O (chloroacetone), C(O)([O-])=O.[Na+] (sodium hydrogencarbonate). Solvent: O1CCOCC1 (1,4-dioxane), O (water). Run at temperature 70 celsius. Product: COC([C@H](C)N(CC(C)=O)CC1=CC=CC=C1)=O ((S)-2-[Benzyl-(2-oxo-propyl)-amino]-propionic acid methyl ester). Isolated yield 49.8%. RXN SMILES: Cl.[CH3:2][O:3][C:4](=[O:15])[C@H:5]([CH3:14])[NH:6][CH2:7][C:8]1[CH:13]=[CH:12][CH:11]=[CH:10][CH:9]=1.Cl[CH2:17][C:18](=[O:20])[CH3:19].C(=O)([O-])O.[Na+]>O1CCOCC1.O>[CH3:2][O:3][C:4](=[O:15])[C@@H:5]([N:6]([CH2:7][C:8]1[CH:13]=[CH:12][CH:11]=[CH:10][CH:9]=1)[CH2:17][C:18](=[O:20])[CH3:19])[CH3:14] |f:0.1,3.4|. Procedure details: A mixture of N-benzylalanine methyl ester hydrochloride (1.00 g, 4.35 mmol), chloroacetone (1.21 g, 13.1 mmol), and sodium hydrogencarbonate (951 mg, 11.3 mmol) in 1,4-dioxane (11 mL) and water (1 mL) was heated at 70° C. for 2 days, then partitioned between EtOAc and 2 M aq. sodium carbonate solution. The organic layer was dried over magnesium sulfate, filtered, and evaporated. Chromatography (SiO2; heptane-EtOAc gradient) produced the title compound (540 mg, 50%). Colourless oil, MS: 250.1 (M+... Starting materials: C(C)OC(=O)C1=NC(=NO1)C1=CC=CC2=CC=CC=C12 (5-Ethoxycarbonyl-3-α-naphthyl-1,2,4-oxadiazole), CNC (dimethylamine). Run at time 1 hour. Yields the product CN(C(=O)C1=NC(=NO1)C1=CC=CC2=CC=CC=C12)C (5-Dimethylcarbamoyl-3-α-naphthyl-1,2,4-oxadiazole). As a reaction SMILES: C([O:3][C:4]([C:6]1[O:10][N:9]=[C:8]([C:11]2[C:20]3[C:15](=[CH:16][CH:17]=[CH:18][CH:19]=3)[CH:14]=[CH:13][CH:12]=2)[N:7]=1)=O)C.[CH3:21][NH:22][CH3:23]>>[CH3:21][N:22]([CH3:23])[C:4]([C:6]1[O:10][N:9]=[C:8]([C:11]2[C:20]3[C:15](=[CH:16][CH:17]=[CH:18][CH:19]=3)[CH:14]=[CH:13][CH:12]=2)[N:7]=1)=[O:3]. Reported procedure: 5-Ethoxycarbonyl-3-α-naphthyl-1,2,4-oxadiazole (618 mg.) was dissolved in an ethanolic solution of dimethylamine (10 ml., 33% v/v). After 1 hr. The solution was evaporated leaving a residue that was recrystallised from methanol (3.5 ml.) to give title compound (424 mg.,) m.p. 109°-110°, λmax. (EtOH) 302.5 nm (ε 9,400) νmax. (CHBr3) 1660 cm.-1 (CONMe2).